Dataset: the Open Reaction Database (ORD), a public repository of structured organic reaction records. Task: describe an organic reaction: reactants, conditions, products, and yield Starting materials: CC(C)(C)OC(=O)NC(Cc1ccc(O)cc1)C(=O)NC(Cc1ccccc1)C(=O)NCC(=O)OCc1ccccc1, CO. Product: CC(C)(C)OC(=O)NC(Cc1ccc(O)cc1)C(=O)NC(Cc1ccccc1)C(=O)NCC(=O)O. Reaction SMILES: [CH2:1]([c:2]1[cH:3][cH:4][cH:5][cH:6][cH:7]1)[O:8][C:9]([CH2:10][NH:11][C:12]([CH:13]([NH:14][C:15]([CH:16]([NH:17][C:18](=[O:19])[O:20][C:21]([CH3:22])([CH3:23])[CH3:24])[CH2:25][c:26]1[cH:27][cH:28][c:29]([OH:32])[cH:30][cH:31]1)=[O:33])[CH2:34][c:35]1[cH:36][cH:37][cH:38][cH:39][cH:40]1)=[O:41])=[O:42].[CH3:43][OH:44]>>[O:8]=[C:9]([CH2:10][NH:11][C:12]([CH:13]([NH:14][C:15]([CH:16]([NH:17][C:18](=[O:19])[O:20][C:21]([CH3:22])([CH3:23])[CH3:24])[CH2:25][c:26]1[cH:27][cH:28][c:29]([OH:32])[cH:30][cH:31]1)=[O:33])[CH2:34][c:35]1[cH:36][cH:37][cH:38][cH:39][cH:40]1)=[O:41])[OH:42]. The reactants are [N-]=C=O (isocyanate), C(C(CO)(CO)N)O (trisamine), Cl.ClC=1C(=NC=C(C1)C(NC=1SC(=C(N1)C=1SC=C(C1)Cl)N1CCN(CC1)C1CCCCC1)=O)N1CCC(CC1)C(=O)O (1-(3-chloro-5-{[4-(4-chlorothiophen-2-yl)-5-(4-cyclohexylpiperazin-1-yl)thiazol-2-yl]carbamoyl}pyridin-2-yl)piperidine-4-carboxylic acid hydrochloride), N1CCOCC1 (morpholine), C1CCC(CC1)N=C=NC2CCCCC2 (DCC), solution, C=1C=CC2=C(C1)N=NN2O (HOBt). Solvent: C1CCOC1 (THF), C1CCOC1 (THF), C1CCOC1 (THF). Conditions: time 8 hour. Product: Cl.ClC=1C(=NC=C(C(=O)NC=2SC(=C(N2)C=2SC=C(C2)Cl)N2CCN(CC2)C2CCCCC2)C1)N1CCC(CC1)C(=O)N1CCOCC1 (5-chloro-N-[4-(4-chlorothiophen-2-yl)-5-(4-cyclohexylpiperazin-1-yl)thiazol-2-yl]-6-[4-(morpholinocarbonyl)piperidino]nicotinamide hydrochloride). As a reaction SMILES: Cl.[Cl:2][C:3]1[C:4]([N:35]2[CH2:40][CH2:39][CH:38]([C:41](O)=[O:42])[CH2:37][CH2:36]2)=[N:5][CH:6]=[C:7]([C:9](=[O:34])[NH:10][C:11]2[S:12][C:13]([N:22]3[CH2:27][CH2:26][N:25]([CH:28]4[CH2:33][CH2:32][CH2:31][CH2:30][CH2:29]4)[CH2:24][CH2:23]3)=[C:14]([C:16]3[S:17][CH:18]=[C:19]([Cl:21])[CH:20]=3)[N:15]=2)[CH:8]=1.[NH:44]1[CH2:49][CH2:48][O:47][CH2:46][CH2:45]1.C1CCC(N=C=NC2CCCCC2)CC1.C1C=CC2N(O)N=NC=2C=1.[N-]=C=O.C(O)C(N)(CO)CO>C1COCC1>[ClH:2].[Cl:2][C:3]1[C:4]([N:35]2[CH2:40][CH2:39][CH:38]([C:41]([N:44]3[CH2:49][CH2:48][O:47][CH2:46][CH2:45]3)=[O:42])[CH2:37][CH2:36]2)=[N:5][CH:6]=[C:7]([CH:8]=1)[C:9]([NH:10][C:11]1[S:12][C:13]([N:22]2[CH2:23][CH2:24][N:25]([CH:28]3[CH2:33][CH2:32][CH2:31][CH2:30][CH2:29]3)[CH2:26][CH2:27]2)=[C:14]([C:16]2[S:17][CH:18]=[C:19]([Cl:21])[CH:20]=2)[N:15]=1)=[O:34] |f:0.1,8.9|. Procedure details: To a solution of the compound of Example 16 in 1.8 ml of THF (0.0856 mM), 39 mg of morpholine, 342 mg of PS-DCC (1.35 mmol/g), and 0.2 ml of a solution of HOBt in THF (0.77 mM) were added, and the mixture was stirred at room temperature overnight. To the reaction solution, 2 ml of THF, 370 mg of PS-isocyanate (1.25 mmol/g), and 205 mg of PS-trisamine (3.75 mmol/g) were added, and the mixture was stirred at room temperature for 1 hour. The reaction solution was filtered, and the obtained residue ... As a reaction SMILES: [C:1]([C:3]1[CH:11]=[CH:10][C:6]([C:7](O)=O)=[CH:5][CH:4]=1)#[N:2].C(Cl)(=O)C(Cl)=O.[F:18][C:19]([F:33])([F:32])[C:20](=[N:22][NH:23][C:24]1[CH:29]=[CH:28][C:27]([O:30][CH3:31])=[CH:26][CH:25]=1)[NH2:21].C(N(C(C)C)CC)(C)C>ClCCl.O1CCOCC1.CN(C)C=O>[CH3:31][O:30][C:27]1[CH:26]=[CH:25][C:24]([N:23]2[C:7]([C:6]3[CH:10]=[CH:11][C:3]([C:1]#[N:2])=[CH:4][CH:5]=3)=[N:21][C:20]([C:19]([F:32])([F:33])[F:18])=[N:22]2)=[CH:29][CH:28]=1. Run at time 1 hour. Product: COC1=CC=C(C=C1)N1N=C(N=C1C1=CC=C(C#N)C=C1)C(F)(F)F (4-[1-(4-methoxyphenyl)-3-(trifluoromethyl)-1H-1,2,4-triazol-5-yl]benzonitrile). Yield: 12.8%. The solvent is CN(C=O)C (dimethylformamide), ClCCl (dichloromethane), O1CCOCC1 (dioxane). Starting materials: C(#N)C1=CC=C(C(=O)O)C=C1 (4-cyanobenzoic acid), FC(C(N)=NNC1=CC=C(C=C1)OC)(F)F (2,2,2-trifluoro-N′-(4-methoxyphenyl)ethanehydrazonamide), C(C)(C)N(CC)C(C)C (diisopropylethylamine), C(C(=O)Cl)(=O)Cl (oxalyl chloride). Procedure details: To a suspension of 4-cyanobenzoic acid (353 mg, 2.4 mmol) in dichloromethane (3 mL), was added oxalyl chloride (0.209 mL, 2.4 mmol). And then 10 micro-L of dimethylformamide was added to the mixture. The mixture was stirred for 1 hour and the solvent was removed under reduced pressure. The residue was azeotroped with dichloromethane. To the residue, was added 3 mL of dioxane. Then a solution of 2,2,2-trifluoro-N′-(4-methoxyphenyl)ethanehydrazonamide (466 mg, 2 mmol) and diisopropylethylamine (0.... Reported procedure: To a methanol solution (4 mL) of (1S)-1,5-anhydro-2,3,4,6-tetra-O-benzyl-1-[2-(benzyloxy)-5-[4-[2-[[[(2-hydroxy-1,1-dimethylethyl)amino]carbonyl]amino]ethyl]benzyl]-4-methylphenyl]-D-glucitol (0.184 mg, 0.190 mmol) was added 20% palladium hydroxide (0.180 g), and the mixture was stirred under a hydrogen atmosphere at room temperature overnight. The reaction solution was filtered through celite and evaporated under reduced pressure. Thus obtained residue was purified with silica gel column chroma... Product: OCC(C)(C)NC(=O)NCCC1=CC=C(CC=2C(=CC(=C(C2)[C@H]2[C@H](O)[C@@H](O)[C@H](O)[C@H](O2)CO)O)C)C=C1 ((1S)-1,5-anhydro-1-[5-[4-[2-[[(2-hydroxy-1,1-dimethylethyl)aminocarbonyl]amino]ethyl]benzyl]-2-hydroxy-4-methylphenyl]-D-glucitol). The reactants are C(C1=CC=CC=C1)O[C@H]1[C@@H](O[C@@H]([C@H]([C@@H]1OCC1=CC=CC=C1)OCC1=CC=CC=C1)COCC1=CC=CC=C1)C1=C(C=C(C(=C1)CC1=CC=C(C=C1)CCNC(=O)NC(CO)(C)C)C)OCC1=CC=CC=C1 ((1S)-1,5-anhydro-2,3,4,6-tetra-O-benzyl-1-[2-(benzyloxy)-5-[4-[2-[[[(2-hydroxy-1,1-dimethylethyl)amino]carbonyl]amino]ethyl]benzyl]-4-methylphenyl]-D-glucitol). Run in CO (methanol). The yield is 57.8%. As a reaction SMILES: C([O:8][C@@H:9]1[C@@H:14]([O:15]CC2C=CC=CC=2)[C@H:13]([O:23]CC2C=CC=CC=2)[C@@H:12]([CH2:31][O:32]CC2C=CC=CC=2)[O:11][C@H:10]1[C:40]1[CH:45]=[C:44]([CH2:46][C:47]2[CH:52]=[CH:51][C:50]([CH2:53][CH2:54][NH:55][C:56]([NH:58][C:59]([CH3:63])([CH3:62])[CH2:60][OH:61])=[O:57])=[CH:49][CH:48]=2)[C:43]([CH3:64])=[CH:42][C:41]=1[O:65]CC1C=CC=CC=1)C1C=CC=CC=1>[OH-].[Pd+2].[OH-].CO>[OH:61][CH2:60][C:59]([NH:58][C:56]([NH:55][CH2:54][CH2:53][C:50]1[CH:51]=[CH:52][C:47]([CH2:46][C:44]2[C:43]([CH3:64])=[CH:42][C:41]([OH:65])=[C:40]([C@@H:10]3[O:11][C@H:12]([CH2:31][OH:32])[C@@H:13]([OH:23])[C@H:14]([OH:15])[C@H:9]3[OH:8])[CH:45]=2)=[CH:48][CH:49]=1)=[O:57])([CH3:62])[CH3:63] |f:1.2.3|. Conditions: time 8 hour. Reagents/catalysts: [OH-].[Pd+2].[OH-] (palladium hydroxide). Starting materials: BrCC(=O)C1=CC(=C(C=C1)F)NS(=O)(=O)C (2-bromo-1-[4-fluoro-3-[(methylsulfonyl)amino]phenyl]ethanone), COC1=CC=C(C(C2=CC=C(C=C2)OC)N)C=C1 (4,4'-dimethoxybenzhydrylamine), crude product. Product: COC1=CC=C(C=C1)C(C1=CC=C(C=C1)OC)NCC(O)C=1C=CC(=C(C1)NS(=O)(=O)C)F (N-[5-[2-[[bis(4-Methoxyphenyl)methyl]amino]-1-hydroxyethyl]-2-fluorophenyl]methanesulfonamide). Reaction SMILES: Br[CH2:2][C:3]([C:5]1[CH:10]=[CH:9][C:8]([F:11])=[C:7]([NH:12][S:13]([CH3:16])(=[O:15])=[O:14])[CH:6]=1)=[O:4].[CH3:17][O:18][C:19]1[CH:34]=[CH:33][C:22]([CH:23]([NH2:32])[C:24]2[CH:29]=[CH:28][C:27]([O:30][CH3:31])=[CH:26][CH:25]=2)=[CH:21][CH:20]=1>>[CH3:31][O:30][C:27]1[CH:26]=[CH:25][C:24]([CH:23]([NH:32][CH2:2][CH:3]([C:5]2[CH:10]=[CH:9][C:8]([F:11])=[C:7]([NH:12][S:13]([CH3:16])(=[O:15])=[O:14])[CH:6]=2)[OH:4])[C:22]2[CH:33]=[CH:34][C:19]([O:18][CH3:17])=[CH:20][CH:21]=2)=[CH:29][CH:28]=1. Reported procedure: The title compound was prepared by coupling of 2-bromo-1-[4-fluoro-3-[(methylsulfonyl)amino]phenyl]ethanone with 4,4'-dimethoxybenzhydrylamine (preparation described in Example 14) following the procedure described in step D of Example 1, except for the following modification: the crude product after coupling and reduction was chromatographed on silica gel using 75% EtOAc/hexane to elute pure title compound. The product is C(C)(=O)OC=1C=C(NC2=NC=NC3=CC(=C(C=C23)OC)OCC2=NC=NC=C2)C=CC1C (4-(3-acetoxy-4-methylanilino)-6-methoxy-7-(pyrimidin-4-ylmethoxy)quinazoline). The reactants are Cl.C(C)(=O)OC=1C=C(NC2=NC=NC3=CC(=C(C=C23)OC)O)C=CC1C (4-(3-acetoxy-4-methylanilino)-7-hydroxy-6-methoxyquinazoline hydrochloride), [I-].[K+] (potassium iodide), ClCC1=NC=NC=C1 (4-(chloromethyl)pyrimidine). RXN SMILES: Cl.[C:2]([O:5][C:6]1[CH:7]=[C:8]([CH:23]=[CH:24][C:25]=1[CH3:26])[NH:9][C:10]1[C:19]2[C:14](=[CH:15][C:16]([OH:22])=[C:17]([O:20][CH3:21])[CH:18]=2)[N:13]=[CH:12][N:11]=1)(=[O:4])[CH3:3].[I-].[K+].Cl[CH2:30][C:31]1[CH:36]=[CH:35][N:34]=[CH:33][N:32]=1>>[C:2]([O:5][C:6]1[CH:7]=[C:8]([CH:23]=[CH:24][C:25]=1[CH3:26])[NH:9][C:10]1[C:19]2[C:14](=[CH:15][C:16]([O:22][CH2:30][C:31]3[CH:36]=[CH:35][N:34]=[CH:33][N:32]=3)=[C:17]([O:20][CH3:21])[CH:18]=2)[N:13]=[CH:12][N:11]=1)(=[O:4])[CH3:3] |f:0.1,2.3|. Procedure: Using an analogous procedure to that described for the starting material in Example 1, 4-(3-acetoxy-4-methylanilino)-7-hydroxy-6-methoxyquinazoline hydrochloride (560 mg) was reacted in the presence of catalytic potassium iodide with 4-(chloromethyl)pyrimidine (375 mg) to give 4-(3-acetoxy-4-methylanilino)-6-methoxy-7-(pyrimidin-4-ylmethoxy)quinazoline (496 mg, 74%). The yield is 77.1%. The reactants are NC1=C(C=C2C(=C(N(C2=C1)CC1=CC=CC=C1)C(C)C)C(=O)NCC1=CC(=C(C=C1)F)F)F (6-amino-1-benzyl-N-(3,4-difluorobenzyl)-5-fluoro-2-isopropyl-1H-indole-3-carboxamide), NC1=C(C=C2C(=C(N(C2=C1)CC1=CC=CC=C1)C(C)C)C(=O)NCC1=CC(=C(C=C1)F)F)F (6-amino-1-benzyl-N-(3,4-difluorobenzyl)-5-fluoro-2-isopropyl-1H-indole-3-carboxamide), C1(CCCC1)=O (cyclopentanone). The product is C(C1=CC=CC=C1)N1C(=C(C2=CC(=C(C=C12)NC1CCCC1)F)C(=O)NCC1=CC(=C(C=C1)F)F)C(C)C (1-Benzyl-6-(cyclopentylamino)-N-(3,4-difluorobenzyl)-5-fluoro-2-isopropyl-1H-indole-3-carboxamide). Reaction SMILES: [NH2:1][C:2]1[CH:10]=[C:9]2[C:5]([C:6]([C:21]([NH:23][CH2:24][C:25]3[CH:30]=[CH:29][C:28]([F:31])=[C:27]([F:32])[CH:26]=3)=[O:22])=[C:7]([CH:18]([CH3:20])[CH3:19])[N:8]2[CH2:11][C:12]2[CH:17]=[CH:16][CH:15]=[CH:14][CH:13]=2)=[CH:4][C:3]=1[F:33].[C:34]1(=O)[CH2:38][CH2:37][CH2:36][CH2:35]1>>[CH2:11]([N:8]1[C:9]2[C:5](=[CH:4][C:3]([F:33])=[C:2]([NH:1][CH:34]3[CH2:38][CH2:37][CH2:36][CH2:35]3)[CH:10]=2)[C:6]([C:21]([NH:23][CH2:24][C:25]2[CH:30]=[CH:29][C:28]([F:31])=[C:27]([F:32])[CH:26]=2)=[O:22])=[C:7]1[CH:18]([CH3:19])[CH3:20])[C:12]1[CH:17]=[CH:16][CH:15]=[CH:14][CH:13]=1. Procedure: The title compound was prepared from 6-amino-1-benzyl-N-(3,4-difluorobenzyl)-5-fluoro-2-isopropyl-1H-indole-3-carboxamide (Compound 172) and cyclopentanone by General Procedure T.